From a dataset of the Open Reaction Database (ORD), a public repository of structured organic reaction records. describe an organic reaction: reactants, conditions, products, and yield The reactants are C(O)CN (ethanolamine), COC=1C(=C(C(=CC1[N+](=O)[O-])[N+](=O)[O-])C=1OC(=NN1)C1=C(C(=C(C=C1[N+](=O)[O-])[N+](=O)[O-])OC)[N+](=O)[O-])[N+](=O)[O-] (2,5-bis(3-methoxy-2,4,6-trinitrophenyl)-1,3,4-oxadiazole), IR(KBr). The solvent is CO (methanol). Run at time 10 minute. Yields the product OCCNC=1C(=C(C(=CC1[N+](=O)[O-])[N+](=O)[O-])C=1OC(=NN1)C1=C(C(=C(C=C1[N+](=O)[O-])[N+](=O)[O-])NCCO)[N+](=O)[O-])[N+](=O)[O-] (2,5-bis(3-hydroxyethylamino-2,4,6-trinitrophenyl)-1,3,4-oxadiazole). Reaction SMILES: [CH2:1]([CH2:3][NH2:4])[OH:2].CO[C:7]1[C:8]([N+:41]([O-:43])=[O:42])=[C:9]([C:19]2[O:20][C:21]([C:24]3[C:29]([N+:30]([O-:32])=[O:31])=[CH:28][C:27]([N+:33]([O-:35])=[O:34])=[C:26](OC)[C:25]=3[N+:38]([O-:40])=[O:39])=[N:22][N:23]=2)[C:10]([N+:16]([O-:18])=[O:17])=[CH:11][C:12]=1[N+:13]([O-:15])=[O:14]>CO>[OH:2][CH2:1][CH2:3][NH:4][C:28]1[C:29]([N+:30]([O-:32])=[O:31])=[C:24]([C:21]2[O:20][C:19]([C:9]3[C:10]([N+:16]([O-:18])=[O:17])=[CH:11][C:12]([N+:13]([O-:15])=[O:14])=[C:7]([NH:4][CH2:3][CH2:1][OH:2])[C:8]=3[N+:41]([O-:43])=[O:42])=[N:23][N:22]=2)[C:25]([N+:38]([O-:40])=[O:39])=[CH:26][C:27]=1[N+:33]([O-:35])=[O:34]. Procedure: A solution of 0.3 g (0.0049 mole) of ethanolamine in 20 ml of methanol was stirred in an ice bath during the addition of 1.0 g (0.0018 mole) of 2,5-bis(3-methoxy-2,4,6-trinitrophenyl)-1,3,4-oxadiazole. After 10 min. at 0° C., the mixture was stirred at room temperature for 5 hr. before the crude product [1.1 9 (94%), mp 250° dec] was removed by filtration. Digestion with boiling acetone gave the purified product, as an insoluble yellow solid, mp 264° C. dec.; 1H NMR (DMSO-d6 +D2O): 3.22 (t, 4H),... Starting materials: CC(C)CCC[C@@H](C)[C@H]1CC[C@H]2[C@@H]3CC=C4C[C@@H](O)CC[C@]4(C)[C@H]3CC[C@]12C (cholesterol), aqueous solution, C([C@@H]1[C@@H]2[C@@H]([C@H]([C@H](O1)O[C@@H]3[C@H](O[C@@H]([C@@H]([C@H]3O)O)O[C@@H]4[C@H](O[C@@H]([C@@H]([C@H]4O)O)O[C@@H]5[C@H](O[C@@H]([C@@H]([C@H]5O)O)O[C@@H]6[C@H](O[C@@H]([C@@H]([C@H]6O)O)O[C@@H]7[C@H](O[C@@H]([C@@H]([C@H]7O)O)O[C@@H]8[C@H](O[C@H](O2)[C@@H]([C@H]8O)O)CO)CO)CO)CO)CO)CO)O)O)O (β-cyclodextrin). Run at time 20 minute. Yields the product OC(C)(C)CCC[C@@H](C)[C@H]1CC[C@H]2[C@@H]3CC=C4C[C@@H](O)CC[C@]4(C)[C@H]3CC[C@]12C (25-hydroxycholesterol). RXN SMILES: [CH3:1][CH:2]([CH2:4][CH2:5][CH2:6][C@H:7]([C@@H:9]1[C@:27]2([CH3:28])[C@H:12]([C@H:13]3[C@H:24]([CH2:25][CH2:26]2)[C@:22]2([CH3:23])[C:16]([CH2:17][C@H:18]([CH2:20][CH2:21]2)[OH:19])=[CH:15][CH2:14]3)[CH2:11][CH2:10]1)[CH3:8])[CH3:3].C(O)[C@H]1[O:35][C@@H]2O[C@H]3[C@H](O)[C@@H](O)[C@@H](O[C@H]4[C@H](O)[C@@H](O)[C@@H](O[C@H]5[C@H](O)[C@@H](O)[C@@H](O[C@H]6[C@H](O)[C@@H](O)[C@@H](O[C@H]7[C@H](O)[C@@H](O)[C@@H](O[C@H]8[C@H](O)[C@@H](O)[C@@H](O[C@H]1[C@H](O)[C@H]2O)O[C@@H]8CO)O[C@@H]7CO)O[C@@H]6CO)O[C@@H]5CO)O[C@@H]4CO)O[C@@H]3CO>>[OH:35][C:2]([CH2:4][CH2:5][CH2:6][C@H:7]([C@@H:9]1[C@:27]2([CH3:28])[C@H:12]([C@H:13]3[C@H:24]([CH2:25][CH2:26]2)[C@:22]2([CH3:23])[C:16]([CH2:17][C@H:18]([CH2:20][CH2:21]2)[OH:19])=[CH:15][CH2:14]3)[CH2:11][CH2:10]1)[CH3:8])([CH3:1])[CH3:3]. Procedure: Fifty ml of the conversion culture medium described in Examples 1-9 was placed in a 250 ml Erlenmeyer flask and autoclaved at 120° C. for 20 minutes. This medium was inoculated with 1 ml of the seed culture solution prepared as in Examples 1-9 and shaking culture was carried out at 220 rpm for 48 hours at 28° C. To this culture were added cholesterol in the form of powder and 5.6 ml of a 1.5% aqueous solution of partially methylated β-cyclodextrin (methylation rate 74%: Mercian Corp.) which was ... Reactants: C1N(CC2=CC=CC=C12)[C@H](CO)C=C ((S)-2-(Isoindolin-2-yl) but-3-en-1-ol), [H-].[Na+] (NaH), CI (MeI). Run in CN(C)C=O (DMF). Product: COC[C@H](C=C)N1CC2=CC=CC=C2C1 ((S)-2-(1-Methoxybut-3-en-2-yl) isoindoline). Reaction SMILES: [CH2:1]1[C:9]2[C:4](=[CH:5][CH:6]=[CH:7][CH:8]=2)[CH2:3][N:2]1[C@@H:10]([CH:13]=[CH2:14])[CH2:11][OH:12].[H-].[Na+].[CH3:17]I>CN(C=O)C>[CH3:17][O:12][CH2:11][C@@H:10]([N:2]1[CH2:3][C:4]2[C:9](=[CH:8][CH:7]=[CH:6][CH:5]=2)[CH2:1]1)[CH:13]=[CH2:14] |f:1.2|. Procedure details: To a solution of (S)-2-(Isoindolin-2-yl) but-3-en-1-ol (FIG. 2, No. 3)(2.0 g, 9.2 mmol) in 40 mL DMF was successively added NaH (442 mg, 18.4 mmol) at 0° C., stirred for ten minutes followed by addition of MeI (1.73 mL, 27.6 mmol) and then the reaction mixture was stirred at room temperature for 3 h. The reaction mixture was quenched by addition of ice cold water, extracted with diethyl ether, washed with brine and dried over anhydrous MgSO4. The organic layer was then concentrated in vacuo and ... Starting materials: N1=CC=CC=C1 (pyridine), C(C)(=O)OC=1C(C(=O)O)=CC=CC1 (acetylsalicylic acid), BrC1=C(C(=CC(=C1)N)Br)O (2,6-Dibromo-4-aminophenol), C(C)(=O)OC=1C(C(=O)Cl)=CC=CC1 (acetylsalicyloyl chloride). Run in CC(=O)C (acetone), CC(=O)C (acetone), C(C)(=O)OCC (ethyl acetate). The product is BrC=1C=C(NC(C2=C(C=CC=C2)O)=O)C=C(C1O)Br (3',5'-dibromo-2,4'-dihydroxybenzanilide). The yield is 78.0%. Reaction SMILES: [Br:1][C:2]1[CH:7]=[C:6]([NH2:8])[CH:5]=[C:4]([Br:9])[C:3]=1[OH:10].N1C=CC=CC=1.C([O:20][C:21]1[C:22](=[CH:26][CH:27]=[CH:28][CH:29]=1)[C:23](Cl)=[O:24])(=O)C.C(OC1C(=CC=CC=1)C(O)=O)(=O)C>CC(C)=O.C(OCC)(=O)C>[Br:1][C:2]1[CH:7]=[C:6]([CH:5]=[C:4]([Br:9])[C:3]=1[OH:10])[NH:8][C:23](=[O:24])[C:22]1[CH:26]=[CH:27][CH:28]=[CH:29][C:21]=1[OH:20]. Reported procedure: 2,6-Dibromo-4-aminophenol (0.6 g.) was dissolved in acetone (30 ml.) to which was added pyridine (0.32 ml.). Then dropwise and with stirring the solution was added to an acetone solution (10 ml.) containing acetylsalicyloyl chloride which was prepared from acetylsalicylic acid (0.38 g.). Then the reactant solution was evaporated to dryness under reduced pressure to give a residue which was dissolved in ethyl acetate. After washing first with water and then with 1 N hydrochloric acid, the solutio...